From a dataset of the Open Reaction Database (ORD), a public repository of structured organic reaction records. describe an organic reaction: reactants, conditions, products, and yield The reactants are Cl.FC(OC1=C(C=CC=C1)NN)(F)F ((2-trifluoromethoxy-phenyl)-hydrazine hydrochloride), FC(OC1=C(C=CC=C1)N)(F)F (2-trifluoromethoxy-phenylamine). Product: Cl.FC(ON(N)C1=CC=CC=C1)(F)F (Trifluoromethoxy-phenyl-hydrazine Hydrochloride). The yield is 54.0%. Reaction SMILES: [ClH:1].FC(F)(F)O[C:5]1[CH:10]=[CH:9][CH:8]=[CH:7][C:6]=1[NH:11][NH2:12].[F:15][C:16]([F:26])([F:25])[O:17]C1C=CC=CC=1N>>[ClH:1].[F:15][C:16]([F:26])([F:25])[O:17][N:11]([C:6]1[CH:5]=[CH:10][CH:9]=[CH:8][CH:7]=1)[NH2:12] |f:0.1,3.4|. Reported procedure: The title compound (115.8 g, 54%) is prepared essentially according to the preparation of (2-trifluoromethoxy-phenyl)-hydrazine hydrochloride using 2-trifluoromethoxy-phenylamine. Starting materials: NC1=CC(=C(C=C1)O)C (4-amino-2-methylphenol), BrCCCCCC(=O)Cl (6-bromohexanoyl chloride). The solvent is CC(=O)C (acetone). Reaction conditions: time 3 hour. Yields the product BrCCCCCC(=O)NC1=CC(=C(C=C1)O)C (6-Bromo-N-(4-hydroxy-3-methylphenyl)hexanamide). RXN SMILES: [NH2:1][C:2]1[CH:7]=[CH:6][C:5]([OH:8])=[C:4]([CH3:9])[CH:3]=1.[Br:10][CH2:11][CH2:12][CH2:13][CH2:14][CH2:15][C:16](Cl)=[O:17]>CC(C)=O>[Br:10][CH2:11][CH2:12][CH2:13][CH2:14][CH2:15][C:16]([NH:1][C:2]1[CH:7]=[CH:6][C:5]([OH:8])=[C:4]([CH3:9])[CH:3]=1)=[O:17]. Procedure details: A solution of 25 g (0.20 mol) of 4-amino-2-methylphenol in about 450 mL of acetone was stirred at room temperature and 20.6 g (0.09 mol) of 6-bromohexanoyl chloride was dripped in over 20 minutes. The reaction was stirred at room temperature for 3 hours then ice-cooled and filtered. The filtrate was stripped in vacuo to a residual oil which was triturated once in 225 mL of 1N HCl and then several times in cold water. The resulting gum was dissolved in absolute ethanol and 28 g of product (95%) w... The reactants are COCC(=O)C1=CC=CC=C1 (2-methoxyacetophenone), CO (methanol), N1=CC=C(C=C1)C=O (pyridine-4-carbaldehyde), [OH-].[Na+] (sodium hydroxide). Yields the product COC1=C(C=CC=C1)C(C=CC1=CC=NC=C1)=O (1-(2-methoxyphenyl) 3-(4-pyridyl) 2-propene-1-one). RXN SMILES: CO[CH2:3][C:4]([C:6]1[CH:11]=[CH:10][CH:9]=[CH:8][CH:7]=1)=[O:5].[N:12]1[CH:17]=[CH:16][C:15]([CH:18]=O)=[CH:14][CH:13]=1.[OH-:20].[Na+].[CH3:22]O>>[CH3:22][O:20][C:11]1[CH:10]=[CH:9][CH:8]=[CH:7][C:6]=1[C:4](=[O:5])[CH:3]=[CH:18][C:15]1[CH:14]=[CH:13][N:12]=[CH:17][CH:16]=1 |f:2.3|. Reported procedure: The procedure is as in Example 11, starting from 15 g of 2-methoxyacetophenone and 20.4 g of pyridine-4-carbaldehyde in 50 ml of methanol and using 45 ml of a 2.5 N aqueous sodium hydroxide solution in place of the 11 N solution. 7 g of 1-(2-methoxyphenyl) 3-(4-pyridyl) 2-propene-1-one which melts at 70° C. are obtained. The reactants are FC1=CC=C(C=C1)[Si](C)(C(C)Cl)C1=CC=C(C=C1)F (bis(4-fluorophenyl)-1-chloroethyl(methyl)silane), FC1=CC=C(C=C1)[Si](C)(CCCl)C1=CC=C(C=C1)F (bis(4-fluorophenyl)-2-chloroethyl(methyl)silane), [H-].[Na+] (sodium hydride), N1N=CN=C1 (1H-1,2,4-triazole). The solvent is O (water), ClCCl (dichloromethane), CO (methanol), ClCCl (dichloromethane), CN(C=O)C (dimethylformamide), CN(C=O)C (dimethylformamide). Reaction conditions: time 1 hour. Product: FC1=CC=C(C=C1)[Si](C(C)N1N=CN=C1)(C)C1=CC=C(C=C1)F (bis(4-Fluorophenyl)methyl[1-(1H-1,2,4-triazol-1-yl)ethyl]silane). The yield is 12.0%. As a reaction SMILES: [H-].[Na+].[NH:3]1[CH:7]=[N:6][CH:5]=[N:4]1.[F:8][C:9]1[CH:14]=[CH:13][C:12]([Si:15]([C:20]2[CH:25]=[CH:24][C:23]([F:26])=[CH:22][CH:21]=2)([CH:17](Cl)[CH3:18])[CH3:16])=[CH:11][CH:10]=1.FC1C=CC([Si](C2C=CC(F)=CC=2)(CCCl)C)=CC=1>CN(C)C=O.O.ClCCl.CO>[F:26][C:23]1[CH:24]=[CH:25][C:20]([Si:15]([C:12]2[CH:11]=[CH:10][C:9]([F:8])=[CH:14][CH:13]=2)([CH3:16])[CH:17]([N:3]2[CH:7]=[N:6][CH:5]=[N:4]2)[CH3:18])=[CH:21][CH:22]=1 |f:0.1|. Procedure details: A mixture of 1.78 g (37 mmol) of 50% sodium hydride, 30 ml of dimethylformamide, and 2.56 g (37 mmol) of 1H-1,2,4-triazole was stirred at 50° for one hour, and a solution of 10 g (33.7 mmol) of a 1:1 mixture of bis(4-fluorophenyl)-1-chloroethyl(methyl)silane and bis(4-fluorophenyl)-2-chloroethyl(methyl)silane in 10 ml of dimethylformamide was added. The mixture was stirred at 50° for 64 hours, cooled, diluted with water, and extracted with ether. The ether extracts were washed with water and bri... The reactants are Cc1ccccc1C1CN(Cc2ccccc2)CC1C(=O)O, c1ccc(CC2CCCN2)cc1, CCN(C(C)C)C(C)C, ClCCl. Yields the product Cc1ccccc1C1CN(Cc2ccccc2)CC1C(=O)N1CCCC1Cc1ccccc1. Reaction SMILES: [CH2:1]([c:2]1[cH:3][cH:4][cH:5][cH:6][cH:7]1)[N:8]1[CH2:9][CH:10]([C:20](=[O:21])[OH:22])[CH:11]([c:13]2[c:14]([CH3:19])[cH:15][cH:16][cH:17][cH:18]2)[CH2:12]1.[CH2:32]([c:33]1[cH:34][cH:35][cH:36][cH:37][cH:38]1)[CH:39]1[NH:40][CH2:41][CH2:42][CH2:43]1.[CH:23]([N:24]([CH2:25][CH3:26])[CH:27]([CH3:28])[CH3:29])([CH3:30])[CH3:31].[Cl:44][CH2:45][Cl:46]>>[CH2:1]([c:2]1[cH:3][cH:4][cH:5][cH:6][cH:7]1)[N:8]1[CH2:9][CH:10]([C:20](=[O:22])[N:40]2[CH:39]([CH2:32][c:33]3[cH:34][cH:35][cH:36][cH:37][cH:38]3)[CH2:43][CH2:42][CH2:41]2)[CH:11]([c:13]2[c:14]([CH3:19])[cH:15][cH:16][cH:17][cH:18]2)[CH2:12]1. Reactants: CC(=O)Oc1c(C)cccc1C(Br)CCBr, C1CCOC1, Cl, I, [Mg], O. The product is CC(=O)Oc1c(C)cccc1C1CC1. As a reaction SMILES: [C:3]([CH3:4])(=[O:5])[O:6][c:7]1[c:8]([CH:14]([CH2:15][CH2:16][Br:18])[Br:17])[cH:9][cH:10][cH:11][c:12]1[CH3:13].[CH2:21]1[O:22][CH2:23][CH2:24][CH2:25]1.[ClH:19].[I:2].[Mg:1].[OH2:20]>>[C:3]([CH3:4])(=[O:5])[O:6][c:7]1[c:8]([CH:14]2[CH2:15][CH2:16]2)[cH:9][cH:10][cH:11][c:12]1[CH3:13].